Dataset: the Open Reaction Database (ORD), a public repository of structured organic reaction records. Task: describe an organic reaction: reactants, conditions, products, and yield Reactants: CN(C)C(=NC(C)(C)C)N(C)C, CCCCCC(OCc1ccc(OC)cc1)c1ccc(C2C(CCCc3ccc(C(=O)OC)s3)CCC2(Cl)Cl)cc1, ClCCCl, Cl. Yields the product CCCCCC(OCc1ccc(OC)cc1)c1ccc(C2=C(Cl)CCC2CCCc2ccc(C(=O)OC)s2)cc1. Reaction SMILES: [C:42]([N:43]=[C:44]([N:45]([CH3:46])[CH3:47])[N:48]([CH3:49])[CH3:50])([CH3:51])([CH3:52])[CH3:53].[CH3:1][O:2][C:3](=[O:4])[c:5]1[s:6][c:7]([CH2:10][CH2:11][CH2:12][CH:13]2[CH:14]([c:20]3[cH:21][cH:22][c:23]([CH:26]([CH2:27][CH2:28][CH2:29][CH2:30][CH3:31])[O:32][CH2:33][c:34]4[cH:35][cH:36][c:37]([O:40][CH3:41])[cH:38][cH:39]4)[cH:24][cH:25]3)[C:15]([Cl:18])([Cl:19])[CH2:16][CH2:17]2)[cH:8][cH:9]1.[Cl:55][CH2:56][CH2:57][Cl:58].[ClH:54]>>[CH3:1][O:2][C:3](=[O:4])[c:5]1[s:6][c:7]([CH2:10][CH2:11][CH2:12][CH:13]2[C:14]([c:20]3[cH:21][cH:22][c:23]([CH:26]([CH2:27][CH2:28][CH2:29][CH2:30][CH3:31])[O:32][CH2:33][c:34]4[cH:35][cH:36][c:37]([O:40][CH3:41])[cH:38][cH:39]4)[cH:24][cH:25]3)=[C:15]([Cl:18])[CH2:16][CH2:17]2)[cH:8][cH:9]1. The reactants are [Br-], CCCCCCCC[Mg+], Fc1c(F)c2cc(Br)ccc2c2ccc(Br)cc12. The product is CCCCCCCCc1ccc2c(c1)c(F)c(F)c1cc(Br)ccc12. Reaction SMILES: [Br-:19].[CH2:20]([CH2:21][CH2:22][CH2:23][CH2:24][CH2:25][CH2:26][CH3:27])[Mg+:28].[F:1][c:2]1[c:3]2[cH:4][c:5]([Br:18])[cH:6][cH:7][c:8]2[c:9]2[cH:10][cH:11][c:12]([Br:17])[cH:13][c:14]2[c:15]1[F:16]>>[F:1][c:2]1[c:3]2[cH:4][c:5]([CH2:20][CH2:21][CH2:22][CH2:23][CH2:24][CH2:25][CH2:26][CH3:27])[cH:6][cH:7][c:8]2[c:9]2[cH:10][cH:11][c:12]([Br:17])[cH:13][c:14]2[c:15]1[F:16]. Starting materials: C[P+](C)(C)CC#N, CCC#N, CO, CCN(C(C)C)C(C)C, Clc1ccc(N2CCNCC2)cc1, Cl, [I-], O=C1Nc2cc(CO)cnc2N2CCCC12. The product is O=C1Nc2cc(CN3CCN(c4ccc(Cl)cc4)CC3)cnc2N2CCCC12. As a reaction SMILES: [C:41]([CH2:42][P+:43]([CH3:44])([CH3:45])[CH3:46])#[N:47].[C:48](#[N:49])[CH2:50][CH3:51].[CH3:52][OH:53].[CH:31]([N:32]([CH2:33][CH3:34])[CH:35]([CH3:36])[CH3:37])([CH3:38])[CH3:39].[Cl:18][c:19]1[cH:20][cH:21][c:22]([N:25]2[CH2:26][CH2:27][NH:28][CH2:29][CH2:30]2)[cH:23][cH:24]1.[ClH:17].[I-:40].[OH:1][CH2:2][c:3]1[cH:4][c:5]2[c:10]([n:11][cH:12]1)[N:9]1[CH:8]([C:7](=[O:16])[NH:6]2)[CH2:15][CH2:14][CH2:13]1>>[CH2:2]([c:3]1[cH:4][c:5]2[c:10]([n:11][cH:12]1)[N:9]1[CH:8]([C:7](=[O:16])[NH:6]2)[CH2:15][CH2:14][CH2:13]1)[N:28]1[CH2:27][CH2:26][N:25]([c:22]2[cH:21][cH:20][c:19]([Cl:18])[cH:24][cH:23]2)[CH2:30][CH2:29]1. The reactants are C(C)#N (acetonitrile), 1,1-Carbonyldiimidazole, N1[C@H](C(=O)OCC2=CC=CC=C2)CCC1 (L-proline, benzyl ester), C1(=CC=CC=C1)COP(=O)(C(CCC1=CC=CC=C1)NC(=O)OCC)CC(=O)O ([(Phenylmethoxy)[1-[(ethoxycarbonyl)amino]-3-phenylpropyl]phosphinyl]acetic acid), C(C)#N (acetonitrile), N1[C@H](C(=O)OCC2=CC=CC=C2)CCC1 (L-proline, phenylmethyl ester). Solvent: C(C)(=O)OCC (ethyl acetate). Reaction conditions: time 1 hour. The product is C1(=CC=CC=C1)COP(=O)(C(CCC1=CC=CC=C1)NC(=O)OCC)CC(=O)N1[C@H](C(=O)OCC2=CC=CC=C2)CCC1 ((±)-1-[[(Phenylmethoxy)[1-[(ethoxycarbonyl)amino]-3-phenylpropyl]phosphinyl]acetyl]-L-proline, phenylmethyl ester). Reaction SMILES: [C:1]1([CH2:7][O:8][P:9]([CH2:26][C:27](O)=[O:28])([CH:11]([NH:20][C:21]([O:23][CH2:24][CH3:25])=[O:22])[CH2:12][CH2:13][C:14]2[CH:19]=[CH:18][CH:17]=[CH:16][CH:15]=2)=[O:10])[CH:6]=[CH:5][CH:4]=[CH:3][CH:2]=1.C(#N)C.[NH:33]1[CH2:47][CH2:46][CH2:45][C@H:34]1[C:35]([O:37][CH2:38][C:39]1[CH:44]=[CH:43][CH:42]=[CH:41][CH:40]=1)=[O:36]>C(OCC)(=O)C>[C:1]1([CH2:7][O:8][P:9]([CH2:26][C:27]([N:33]2[CH2:47][CH2:46][CH2:45][C@H:34]2[C:35]([O:37][CH2:38][C:39]2[CH:40]=[CH:41][CH:42]=[CH:43][CH:44]=2)=[O:36])=[O:28])([CH:11]([NH:20][C:21]([O:23][CH2:24][CH3:25])=[O:22])[CH2:12][CH2:13][C:14]2[CH:15]=[CH:16][CH:17]=[CH:18][CH:19]=2)=[O:10])[CH:6]=[CH:5][CH:4]=[CH:3][CH:2]=1. Procedure details: 1,1-Carbonyldiimidazole (1.8 g., 0.011 mole) is added to a chilled (0°) solution of the product from part (c) (4.6 g., 0.011 mole) in 50 ml. of acetonitrile. The mixture is stirred for one hour at 0° and a solution of L-proline, benzyl ester (2.3 g., 0.011 mole) in 25 ml. of acetonitrile is added. The mixture is stirred at ambient temperature for 16 hours. The solvent is removed in vacuo. The residue is dissolved in 200 ml. of dichloromethane, washed with 5% potassium bisulfate, saturated sodium... The reactants are C(C1=CC=CC=C1)OC1=C(C=C(C=C1)C(CN(CC1=CC=CC=C1)CC1=CC=CC=C1)O)NS(=O)(=O)C (N-[2-Benzyloxy-5-(2-dibenzylamino-1-hydroxy-ethyl)-phenyl]-methanesulfonamide), C(=O)[O-].[NH4+] (ammonium formate). The reagents and catalysts are [Pd] (palladium on carbon). Solvent: CO (methanol). Product: NCC(O)C=1C=CC(=C(C1)NS(=O)(=O)C)O (N-[5-(2-Amino-1-hydroxy-ethyl)-2-hydroxy-phenyl]-methanesulfonamide). RXN SMILES: C([O:8][C:9]1[CH:14]=[CH:13][C:12]([CH:15]([OH:32])[CH2:16][N:17](CC2C=CC=CC=2)CC2C=CC=CC=2)=[CH:11][C:10]=1[NH:33][S:34]([CH3:37])(=[O:36])=[O:35])C1C=CC=CC=1.C([O-])=O.[NH4+]>[Pd].CO>[NH2:17][CH2:16][CH:15]([C:12]1[CH:13]=[CH:14][C:9]([OH:8])=[C:10]([NH:33][S:34]([CH3:37])(=[O:36])=[O:35])[CH:11]=1)[OH:32] |f:1.2|. Procedure: To a stirred suspension of N-[2-benzyloxy-5-(2-dibenzylamino-1-hydroxy-ethyl)-phenyl]-methanesulfonamide (1.03 g, 2 mmol) (which was obtained in Example 7) and 10% palladium on carbon (Pd/C)(0.4 g) in methanol (100 mL) at room temperature was added anhydrous ammonium formate (HCO2NH4)(1.26 g, 20 mmol) under a nitrogen atmosphere. The resulting mixture was refluxed for 2 hours. After cooling to room temperature the catalyst was removed by filtration through a celite pad and washed with methanol. ... The reactants are C1(=CC=CC=C1)SCCCCOC=1C=C(C2=C(C(OC(N2)=O)(C)C)C1)C (6-(4-phenylmercapto-butoxy)-4,4,8-trimethyl-4H-3,1-benzoxazin-2-one), OO (hydrogen peroxide). Yields the product C1(=CC=CC=C1)S(=O)CCCCOC=1C=C(C2=C(C(OC(N2)=O)(C)C)C1)C (6-(4-Phenylsulfinyl-butoxy)-4,4,8-trimethyl-4H-3,1-benzoxazin-2-one). Reaction SMILES: [C:1]1([S:7][CH2:8][CH2:9][CH2:10][CH2:11][O:12][C:13]2[CH:14]=[C:15]([CH3:26])[C:16]3[NH:21][C:20](=[O:22])[O:19][C:18]([CH3:24])([CH3:23])[C:17]=3[CH:25]=2)[CH:6]=[CH:5][CH:4]=[CH:3][CH:2]=1.[OH:27]O>>[C:1]1([S:7]([CH2:8][CH2:9][CH2:10][CH2:11][O:12][C:13]2[CH:14]=[C:15]([CH3:26])[C:16]3[NH:21][C:20](=[O:22])[O:19][C:18]([CH3:23])([CH3:24])[C:17]=3[CH:25]=2)=[O:27])[CH:6]=[CH:5][CH:4]=[CH:3][CH:2]=1. Procedure details: Prepared analogously to Example 2 from 6-(4-phenylmercapto-butoxy)-4,4,8-trimethyl-4H-3,1-benzoxazin-2-one and hydrogen peroxide.